This data is from the Open Reaction Database (ORD), a public repository of structured organic reaction records. The task is: describe an organic reaction: reactants, conditions, products, and yield The reactants are ( i ), ClC1=CC=C(CBr)C=C1 (4-chlorobenzyl bromide), alkali metal hydroxide, CNC (dimethylamine). Procedure: Referring to the problem (i), the present inventors have used safer and less expensive alkali metal hydroxide instead of sodium hydride; and they also found that dimethylamine resulting from the decomposition of DMF sometimes reacts with 4-chlorobenzyl bromide to give (4-chlorobenzyl)dimethylamine as a by-product and that a solvent containing dimethylsulfoxide can be used in place of DMF for avoiding the production of the (4-chlorobenzyl)dimethylamine to afford the vinyl imidazole derivatives (I... Product: ClC1=CC=C(CN(C)C)C=C1 ((4-chlorobenzyl)dimethylamine). The solvent is CN(C)C=O (DMF). As a reaction SMILES: [CH3:1][NH:2][CH3:3].[Cl:4][C:5]1[CH:12]=[CH:11][C:8]([CH2:9]Br)=[CH:7][CH:6]=1>CN(C=O)C>[Cl:4][C:5]1[CH:12]=[CH:11][C:8]([CH2:9][N:2]([CH3:3])[CH3:1])=[CH:7][CH:6]=1. Reactants: Cc1c(Cl)[nH]c(=O)n(Cc2ccccc2)c1=O, CN(C)C=O, Cl, [Na+], [SH-]. The product is Cc1c(S)[nH]c(=O)n(Cc2ccccc2)c1=O. RXN SMILES: [CH2:3]([c:4]1[cH:5][cH:6][cH:7][cH:8][cH:9]1)[n:10]1[c:11](=[O:19])[nH:12][c:13]([Cl:18])[c:14]([CH3:17])[c:15]1=[O:16].[CH3:21][N:22]([CH3:23])[CH:24]=[O:25].[ClH:20].[Na+:2].[SH-:1]>>[SH:1][c:13]1[nH:12][c:11](=[O:19])[n:10]([CH2:3][c:4]2[cH:5][cH:6][cH:7][cH:8][cH:9]2)[c:15](=[O:16])[c:14]1[CH3:17]. The reactants are CC(C)Cc1cc(-c2ccc(Cn3ncnn3)cc2)c(S(=O)(=O)NC(C)(C)C)s1, ClCCl, O. Yields the product CC(C)Cc1cc(-c2ccc(Cn3ncnn3)cc2)c(S(N)(=O)=O)s1. RXN SMILES: [CH2:1]([CH:2]([CH3:3])[CH3:4])[c:5]1[cH:6][c:7](-[c:18]2[cH:19][cH:20][c:21]([CH2:24][n:25]3[n:26][cH:27][n:28][n:29]3)[cH:22][cH:23]2)[c:8]([S:10](=[O:11])(=[O:12])[NH:13][C:14]([CH3:15])([CH3:16])[CH3:17])[s:9]1.[Cl:31][CH2:32][Cl:33].[OH2:30]>>[CH2:1]([CH:2]([CH3:3])[CH3:4])[c:5]1[cH:6][c:7](-[c:18]2[cH:19][cH:20][c:21]([CH2:24][n:25]3[n:26][cH:27][n:28][n:29]3)[cH:22][cH:23]2)[c:8]([S:10](=[O:11])(=[O:12])[NH2:13])[s:9]1. Procedure: 2.3 g 8-(4-methyl-3-oxo-piperazin-1-yl)-1,4-dioxa-spiro[4,5]decane are stirred in 20 ml of 4M HCl for 48 hours at ambient temperature, for 7 hours at 50° C. and for two hours at 70° C. The mixture is made alkaline with 4M sodium hydroxide solution and extracted five times with 40 ml dichloromethane. The organic phase is evaporated down and the product is purified by column chromatography. Solvent: Cl (HCl). The product is CN1C(CN(CC1)C1CCC(CC1)=O)=O (4-(4-methyl-3-oxo-piperazin-1-yl)-cyclohexan-1-one). Reactants: CN1C(CN(CC1)C1CCC2(OCCO2)CC1)=O (8-(4-methyl-3-oxo-piperazin-1-yl)-1,4-dioxa-spiro[4,5]decane), [OH-].[Na+] (sodium hydroxide). Reaction SMILES: [CH3:1][N:2]1[CH2:7][CH2:6][N:5]([CH:8]2[CH2:17][CH2:16][C:11]3(OCC[O:12]3)[CH2:10][CH2:9]2)[CH2:4][C:3]1=[O:18].[OH-].[Na+]>Cl>[CH3:1][N:2]1[CH2:7][CH2:6][N:5]([CH:8]2[CH2:9][CH2:10][C:11](=[O:12])[CH2:16][CH2:17]2)[CH2:4][C:3]1=[O:18] |f:1.2|. The reactants are CC(C)(C)OC(=O)OC(=O)NN, O=C([O-])[O-], CCOC(C)=O, CCOCC, Cl, [Cs+], [Cs+], I[Cu]I, COC(=O)Cc1ccc(I)cc1, C1COCCO1, CN(C)C=O, c1cnc2c(c1)ccc1cccnc12. Reaction SMILES: [C:13]([O:14][C:15](=[O:16])[NH:22][NH2:23])([O:17][C:18]([CH3:19])([CH3:20])[CH3:21])=[O:24].[C:39](=[O:40])([O-:41])[O-:42].[CH3:57][CH2:58][O:59][C:60](=[O:61])[CH3:62].[CH3:66][CH2:67][O:68][CH2:69][CH3:70].[ClH:45].[Cs+:43].[Cs+:44].[Cu:63]([I:64])[I:65].[I:1][c:2]1[cH:3][cH:4][c:5]([CH2:8][C:9](=[O:10])[O:11][CH3:12])[cH:6][cH:7]1.[O:46]1[CH2:47][CH2:48][O:49][CH2:50][CH2:51]1.[O:52]=[CH:53][N:54]([CH3:55])[CH3:56].[cH:25]1[cH:26][c:27]2[cH:28][cH:29][c:30]3[c:31]([c:32]2[n:33][cH:34]1)[n:35][cH:36][cH:37][cH:38]3>>[ClH:45].[c:2]1([NH:22][NH2:23])[cH:3][cH:4][c:5]([CH2:8][C:9](=[O:10])[O:11][CH3:12])[cH:6][cH:7]1. Yields the product Cl, COC(=O)Cc1ccc(NN)cc1. The reactants are FC=1C=C(CO)C=C(C1)F (3,5-difluorobenzyl alcohol), C(=O)(Cl)Cl (phosgene). Product: ClC(=O)OCC1=CC(=CC(=C1)F)F (3,5-Difluorobenzyl Chloroformate). RXN SMILES: [F:1][C:2]1[CH:3]=[C:4]([CH:7]=[C:8]([F:10])[CH:9]=1)[CH2:5][OH:6].[C:11](Cl)([Cl:13])=[O:12]>>[Cl:13][C:11]([O:6][CH2:5][C:4]1[CH:3]=[C:2]([F:1])[CH:9]=[C:8]([F:10])[CH:7]=1)=[O:12]. Reported procedure: Prepared according to the procedure described in Example 56, Step 1, using the following starting materials: 3,5-difluorobenzyl alcohol and phosgene (20% in toluene).